From a dataset of the Open Reaction Database (ORD), a public repository of structured organic reaction records. describe an organic reaction: reactants, conditions, products, and yield The reactants are CCOC(=O)C(C)(Oc1cccc(Br)c1)C(O)c1ccc(OCc2ccccc2)cc1, CC[SiH](CC)CC, ClCCl. The product is CCOC(=O)C(C)(Cc1ccc(OCc2ccccc2)cc1)Oc1cccc(Br)c1. As a reaction SMILES: [CH2:1]([CH3:2])[O:3][C:4]([C:5]([CH:6]([OH:7])[c:8]1[cH:9][cH:10][c:11]([O:14][CH2:15][c:16]2[cH:17][cH:18][cH:19][cH:20][cH:21]2)[cH:12][cH:13]1)([CH3:22])[O:23][c:24]1[cH:25][c:26]([Br:30])[cH:27][cH:28][cH:29]1)=[O:31].[CH2:32]([SiH:33]([CH2:34][CH3:35])[CH2:36][CH3:37])[CH3:38].[Cl:39][CH2:40][Cl:41]>>[CH2:1]([CH3:2])[O:3][C:4]([C:5]([CH2:6][c:8]1[cH:9][cH:10][c:11]([O:14][CH2:15][c:16]2[cH:17][cH:18][cH:19][cH:20][cH:21]2)[cH:12][cH:13]1)([CH3:22])[O:23][c:24]1[cH:25][c:26]([Br:30])[cH:27][cH:28][cH:29]1)=[O:31]. The reactants are FC=1C=C(C=CC1OC)C1=NC=C(C=C1)CCCCCCC (2-(m-Fluoro-p-methoxyphenyl)-5-heptylpyridine), Br (hydrobromic acid), C(C)(=O)O (acetic acid). Run in O (water). Yields the product FC=1C=C(C=CC1O)C1=NC=C(C=C1)CCCCCCC (2-(m-fluoro-p-hydroxyphenyl)-5-heptylpyridine), ( XI ). Reaction SMILES: [F:1][C:2]1[CH:3]=[C:4]([C:10]2[CH:15]=[CH:14][C:13]([CH2:16][CH2:17][CH2:18][CH2:19][CH2:20][CH2:21][CH3:22])=[CH:12][N:11]=2)[CH:5]=[CH:6][C:7]=1[O:8]C.Br.C(O)(=O)C>O>[F:1][C:2]1[CH:3]=[C:4]([C:10]2[CH:15]=[CH:14][C:13]([CH2:16][CH2:17][CH2:18][CH2:19][CH2:20][CH2:21][CH3:22])=[CH:12][N:11]=2)[CH:5]=[CH:6][C:7]=1[OH:8]. Procedure: 2-(m-Fluoro-p-methoxyphenyl)-5-heptylpyridine (X) (13 g, 0.043 mol) obtained at the step (III) hydrobromic acid (47%) (50 ml) and acetic acid (140 ml) were heated under reflux for 30 hours, followed by cooling the reaction fluid, pouring it in water, filtering off the resulting crystals, dissolving the crystals in 2N-NaOH aqueous solution (about 100 ml), further adding acetic acid (30 ml) to obtain an acidic solution filtering off deposited crystals and recrystallizing them from ethyl alcohol to... The reactants are COC1=C(C=C(C=C1)OC)C(C)=O (2',5'-Dimethoxyacetophenone), N1C=C(C2=CC=CC=C12)C=O (indole-3-carboxaldehyde), N1CCCCC1 (piperidine). The solvent is C(C)O (ethanol). The product is COC1=C(C=C(C=C1)OC)C(C=CC1=CNC2=CC=CC=C12)=O (1-(2,5-Dimethoxyphenyl)-3-(indol-3-yl)-2-propen-1-one). Isolated yield 44.0%. RXN SMILES: [CH3:1][O:2][C:3]1[CH:8]=[CH:7][C:6]([O:9][CH3:10])=[CH:5][C:4]=1[C:11](=[O:13])[CH3:12].[NH:14]1[C:22]2[C:17](=[CH:18][CH:19]=[CH:20][CH:21]=2)[C:16]([CH:23]=O)=[CH:15]1.N1CCCCC1>C(O)C>[CH3:1][O:2][C:3]1[CH:8]=[CH:7][C:6]([O:9][CH3:10])=[CH:5][C:4]=1[C:11](=[O:13])[CH:12]=[CH:23][C:16]1[C:17]2[C:22](=[CH:21][CH:20]=[CH:19][CH:18]=2)[NH:14][CH:15]=1. Reported procedure: 2',5'-Dimethoxyacetophenone (1.80 g) and indole-3-carboxaldehyde (1.45 g) were dissolved in ethanol (20 ml), and piperidine (0.85 g) was added thereto, followed by heating under reflux for 72 hours. The precipitated crystals were collected by filtration, and the obtained crude crystals were recrystallized from ethanol to give Compound 89 (1.35 g). Reactants: N, CC(c1ccc(-c2ccncc2)cc1)N1CCC(CCCO)(c2ccccc2)OC1=O. Yields the product CC(c1ccc(-c2ccncc2)cc1)N1CCC(CCC(N)=O)(c2ccccc2)OC1=O. Reaction SMILES: [NH3:32].[OH:1][CH2:2][CH2:3][CH2:4][C:5]1([c:26]2[cH:27][cH:28][cH:29][cH:30][cH:31]2)[CH2:6][CH2:7][N:8]([CH:12]([CH3:13])[c:14]2[cH:15][cH:16][c:17](-[c:20]3[cH:21][cH:22][n:23][cH:24][cH:25]3)[cH:18][cH:19]2)[C:9](=[O:11])[O:10]1>>[O:1]=[C:2]([CH2:3][CH2:4][C:5]1([c:26]2[cH:27][cH:28][cH:29][cH:30][cH:31]2)[CH2:6][CH2:7][N:8]([CH:12]([CH3:13])[c:14]2[cH:15][cH:16][c:17](-[c:20]3[cH:21][cH:22][n:23][cH:24][cH:25]3)[cH:18][cH:19]2)[C:9](=[O:11])[O:10]1)[NH2:32]. The reactants are ice water, 12.1, ClC1=CC=C(N=N1)N1CCC(CC1)CCO (1-(6-chloro-3-pyridazinyl)-4-piperidineethanol), [Na] (sodium), CO (methanol). Reaction conditions: time 8 hour. The product is COC1=CC=C(N=N1)N1CCC(CC1)CCO (1-(6-methoxy-3-pyridazinyl)-4-piperidineethanol). The yield is 61.5%. Reaction SMILES: [Na].Cl[C:3]1[N:8]=[N:7][C:6]([N:9]2[CH2:14][CH2:13][CH:12]([CH2:15][CH2:16][OH:17])[CH2:11][CH2:10]2)=[CH:5][CH:4]=1.[CH3:18][OH:19]>>[CH3:18][O:19][C:3]1[N:8]=[N:7][C:6]([N:9]2[CH2:14][CH2:13][CH:12]([CH2:15][CH2:16][OH:17])[CH2:11][CH2:10]2)=[CH:5][CH:4]=1 |^1:0|. Reported procedure: 5.7 Parts of sodium (in pieces) were added to 86 parts of methanol. After the dropwise addition of 12.1 parts of 1-(6-chloro-3-pyridazinyl)-4-piperidineethanol, the reaction mixture was stirred overnight at reflux temperature. After cooling, the whole was poured into ice water and the product was extracted with dichloromethane. The extract was dried, filtered and evaporated. The residue was purified by column chromatography over silica gel using a mixture of methylbenzene and methanol (90:10 by ... Reactants: ClC1=C(C=O)C=CC=C1 (o-chlorobenzaldehyde), [OH-].[Na+] (sodium hydroxide), CS(=O)C (dimethyl sulfoxide), [I-].C[S+](C)C (trimethylsulfonium iodide). Run in O1CCCC1 (tetrahydrofuran), O1CCCC1 (tetrahydrofuran), O (water). Product: ClC1=C(C2CO2)C=CC=C1 (o-chlorostyrene oxide). Reaction SMILES: [OH-].[Na+].CS(C)=O.[I-].[CH3:8][S+](C)C.[Cl:12][C:13]1[CH:20]=[CH:19][CH:18]=[CH:17][C:14]=1[CH:15]=[O:16]>O1CCCC1.O>[Cl:12][C:13]1[CH:20]=[CH:19][CH:18]=[CH:17][C:14]=1[CH:15]1[O:16][CH2:8]1 |f:0.1,3.4|. Reported procedure: A mixture of 42.0 g of 57% sodium hydroxide dispersed in oil and 70 ml of dimethyl sulfoxide is stirred at 70°-75° for one to one and one-half hours. The solution is diluted with 700 ml of dry tetrahydrofuran and cooled to 0°, under nitrogen. A 200 g of (1.0 mol) sample of trimethylsulfonium iodide is added in portions, maintaining the temperature between 0°-5°. The mixture is stirred for 15 minutes and then a solution of 70.4 g (0.50 mol) of o-chlorobenzaldehyde in 300 ml of dry tetrahydrofuran...